Task: describe an organic reaction: reactants, conditions, products, and yield. Dataset: the Open Reaction Database (ORD), a public repository of structured organic reaction records Starting materials: CC(C)(C)c1ccc(OCC2CO2)cc1, CCN(C(C)C)C(C)C, Cl, Cl, O=C1C(=O)c2ccccc2C2=C1SCC1(CCN(C3CCNCC3)CC1)O2. Product: CC(C)(C)c1ccc(OCC(O)CN2CCC(N3CCC4(CC3)CSC3=C(O4)c4ccccc4C(=O)C3=O)CC2)cc1. RXN SMILES: [C:30]([CH3:31])([CH3:32])([CH3:33])[c:34]1[cH:35][cH:36][c:37]([O:38][CH2:39][CH:40]2[O:41][CH2:42]2)[cH:43][cH:44]1.[CH:45]([N:46]([CH2:47][CH3:48])[CH:49]([CH3:50])[CH3:51])([CH3:52])[CH3:53].[ClH:1].[ClH:2].[NH:3]1[CH2:4][CH2:5][CH:6]([N:9]2[CH2:10][CH2:11][C:12]3([CH2:13][S:14][C:15]4=[C:16]([O:17]3)[c:18]3[cH:19][cH:20][cH:21][cH:22][c:23]3[C:24](=[O:27])[C:25]4=[O:26])[CH2:28][CH2:29]2)[CH2:7][CH2:8]1>>[N:3]1([CH2:42][CH:40]([CH2:39][O:38][c:37]2[cH:36][cH:35][c:34]([C:30]([CH3:31])([CH3:32])[CH3:33])[cH:44][cH:43]2)[OH:41])[CH2:4][CH2:5][CH:6]([N:9]2[CH2:10][CH2:11][C:12]3([CH2:13][S:14][C:15]4=[C:16]([O:17]3)[c:18]3[cH:19][cH:20][cH:21][cH:22][c:23]3[C:24](=[O:27])[C:25]4=[O:26])[CH2:28][CH2:29]2)[CH2:7][CH2:8]1.